Dataset: the Open Reaction Database (ORD), a public repository of structured organic reaction records. Task: describe an organic reaction: reactants, conditions, products, and yield The reactants are resulting intermediate, C1(=CC=CC=C1)N1N=CC=2C=C3C(=C(C2C1=O)OC(C)=O)C1=C(C=2C(C4=CC(=C(C(=C4C(C2C(=C1C=C3)OC)=O)OC(C)=O)C)OC(C)=O)=O)OC(C)=O (2-phenyl-10,12,15,16-tetraacetoxy-8-methoxy-11-methyl-9,14-dioxo-9,14-dihydronaphthaceno[1,2-g]phthalazin-1-one), [OH-].[K+] (potassium hydroxide). Run in CN(C=O)C (N,N-dimethylformamide). Conditions: time 2 hour. Product: C1(=CC=CC=C1)N1N=CC=2C=C3C(=C(C2C1=O)O)C1=C(C=2C(C4=CC(=C(C(=C4C(C2C(=C1C=C3)OC)=O)O)C)O)=O)O (2-Phenyl-10,12,15,16-tetrahydroxy-8-methoxy-11-methyl-9,14-dioxo-9,14-dihydronaphthaceno[1,2-g]phthalazin-1-one). As a reaction SMILES: [C:1]1([N:7]2[C:16](=[O:17])[C:15]3[C:14]([O:18]C(=O)C)=[C:13]4[C:22]5[C:35]([CH:36]=[CH:37][C:12]4=[CH:11][C:10]=3[CH:9]=[N:8]2)=[C:34]([O:38][CH3:39])[C:33]2[C:32](=[O:40])[C:31]3[C:26](=[CH:27][C:28]([O:46]C(=O)C)=[C:29]([CH3:45])[C:30]=3[O:41]C(=O)C)[C:25](=[O:50])[C:24]=2[C:23]=5[O:51]C(=O)C)[CH:6]=[CH:5][CH:4]=[CH:3][CH:2]=1.[OH-].[K+]>CN(C)C=O>[C:1]1([N:7]2[C:16](=[O:17])[C:15]3[C:14]([OH:18])=[C:13]4[C:22]5[C:35]([CH:36]=[CH:37][C:12]4=[CH:11][C:10]=3[CH:9]=[N:8]2)=[C:34]([O:38][CH3:39])[C:33]2[C:32](=[O:40])[C:31]3[C:26](=[CH:27][C:28]([OH:46])=[C:29]([CH3:45])[C:30]=3[OH:41])[C:25](=[O:50])[C:24]=2[C:23]=5[OH:51])[CH:2]=[CH:3][CH:4]=[CH:5][CH:6]=1 |f:1.2|. Procedure: A solution of 112 mg (0.15 mmol) of the resulting intermediate 2-phenyl-10,12,15,16-tetraacetoxy-8-methoxy-11-methyl-9,14-dioxo-9,14-dihydronaphthaceno[1,2-g]phthalazin-1-one in 2.3 m of N,N-dimethylformamide is mixed, while cooling in ice, with 2.3 m of 1 M potassium hydroxide solution and stirred at room temperature for 2 hours. The product is precipitated as a red solid (78 mg) by acidification with aqueous citric acid. The yield is 93% of theory. Reactants: [Na] (sodium), N1C(CC2=CC=CC=C12)=O (2-oxindole), O1C=C(C=C1)C(=O)OCC (ethyl 3furoate). Run in C(C)O (ethanol). Yields the product O1C=C(C=C1)C(=O)C1C(NC2=CC=CC=C12)=O (3-(3-Furoyl)-2-oxindole). Yield: 3.1%. Reaction SMILES: [Na].[NH:2]1[C:10]2[C:5](=[CH:6][CH:7]=[CH:8][CH:9]=2)[CH2:4][C:3]1=[O:11].[O:12]1[CH:16]=[CH:15][C:14]([C:17](OCC)=[O:18])=[CH:13]1>C(O)C>[O:12]1[CH:16]=[CH:15][C:14]([C:17]([CH:4]2[C:5]3[C:10](=[CH:9][CH:8]=[CH:7][CH:6]=3)[NH:2][C:3]2=[O:11])=[O:18])=[CH:13]1 |^1:0|. Procedure: To a stirred solution of 2.8 g (0.12 mole) of sodium in 200 ml of ethanol was added 13.3 g (0.10 mole) of 2-oxindole, followed by 16.8 g of ethyl 3furoate. The mixture was heated under reflux for 47 hours, cooled and then the solvent was removed by evaporation in vacuo. The residue was triturated under 200 ml of ether, and the solid was collected by filtration and discarded. The filtrate was evaporated in vacuo, and the residue triturated under diisopropyl ether and recovered by filtration. The ... The reactants are COc1ccccc1CCO[Si](C)(C)C(C)(C)C, C1CCOC1, CN(C)CCN(C)C, Cl, [Li]CCCC, CN(C)C=O. Product: COc1c(C=O)cccc1CCO[Si](C)(C)C(C)(C)C. As a reaction SMILES: [C:1]([CH3:2])([CH3:3])([CH3:4])[Si:5]([CH3:6])([CH3:7])[O:8][CH2:9][CH2:10][c:11]1[c:12]([O:17][CH3:18])[cH:13][cH:14][cH:15][cH:16]1.[CH2:33]1[CH2:35][CH2:34][CH2:36][O:37]1.[CH3:24][N:25]([CH3:26])[CH2:27][CH2:28][N:29]([CH3:30])[CH3:31].[ClH:32].[Li:19][CH2:20][CH2:21][CH2:22][CH3:23].[O:38]=[CH:39][N:40]([CH3:41])[CH3:42]>>[C:1]([CH3:2])([CH3:3])([CH3:4])[Si:5]([CH3:6])([CH3:7])[O:8][CH2:9][CH2:10][c:11]1[c:12]([O:17][CH3:18])[c:13]([CH:36]=[O:37])[cH:14][cH:15][cH:16]1. The reactants are NS(=O)(=O)c1ncccc1NC(=O)c1c(O)c2ccccc2n(Cc2ccccc2)c1=O, NS(=O)(=O)c1cc(Br)ccc1NC(=O)c1c(O)c2cccnc2n(Cc2ccccc2)c1=O. The product is O=c1c(C2=NS(=O)(=O)c3ncccc3N2)c(O)c2ccccc2n1Cc1ccccc1. RXN SMILES: [NH2:1][S:2](=[O:3])(=[O:4])[c:5]1[n:6][cH:7][cH:8][cH:9][c:10]1[NH:11][C:12](=[O:13])[c:14]1[c:15](=[O:32])[n:16]([CH2:25][c:26]2[cH:27][cH:28][cH:29][cH:30][cH:31]2)[c:17]2[cH:18][cH:19][cH:20][cH:21][c:22]2[c:23]1[OH:24].[NH2:33][S:34]([c:35]1[cH:36][c:37]([Br:38])[cH:39][cH:40][c:41]1[NH:42][C:43]([c:44]1[c:45](=[O:46])[n:47]([CH2:48][c:49]2[cH:50][cH:51][cH:52][cH:53][cH:54]2)[c:55]2[c:56]([c:57]1[OH:58])[cH:59][cH:60][cH:61][n:62]2)=[O:63])(=[O:64])=[O:65]>>[N:1]1=[C:12]([c:14]2[c:15](=[O:32])[n:16]([CH2:25][c:26]3[cH:27][cH:28][cH:29][cH:30][cH:31]3)[c:17]3[cH:18][cH:19][cH:20][cH:21][c:22]3[c:23]2[OH:24])[NH:11][c:10]2[c:5]([n:6][cH:7][cH:8][cH:9]2)[S:2]1(=[O:3])=[O:4]. Reactants: COC(=O)C=1OC(=C(C1)COC1=CC=C(C=C1)I)C (4-(4-Iodo-phenoxymethyl)-5-methyl-furan-2-carboxylic acid methyl ester), COC=1C=C(C=CC1OC)B(O)O ((3,4-dimethoxyphenyl)-boronic acid), CN(C=O)C (N,N-dimethylformamide), C(C)(=O)[O-].[K+] (potassium acetate). The reagents and catalysts are C1=CC=C(C=C1)P([C-]2C=CC=C2)C3=CC=CC=C3.C1=CC=C(C=C1)P([C-]2C=CC=C2)C3=CC=CC=C3.Cl[Pd]Cl.[Fe+2] ([1,1′-bis(diphenylphosphino) ferrocene]dichloropalladium(II)). Solvent: O (water), ClCCl (dichloromethane). Conditions: time 24 hour. The product is COC=1C=C(C=CC1OC)C1=CC=C(C=C1)OCC=1C=C(OC1C)C(=O)O (4-(3′,4′-Dimethoxy-biphenyl-4-yloxy methyl)-5-methyl-furan-2-carboxylic acid). Isolated yield 60.8%. Reaction SMILES: C[O:2][C:3]([C:5]1[O:6][C:7]([CH3:19])=[C:8]([CH2:10][O:11][C:12]2[CH:17]=[CH:16][C:15](I)=[CH:14][CH:13]=2)[CH:9]=1)=[O:4].[CH3:20][O:21][C:22]1[CH:23]=[C:24](B(O)O)[CH:25]=[CH:26][C:27]=1[O:28][CH3:29].CN(C)C=O.C([O-])(=O)C.[K+]>O.C1C=CC(P(C2C=CC=CC=2)[C-]2C=CC=C2)=CC=1.C1C=CC(P(C2C=CC=CC=2)[C-]2C=CC=C2)=CC=1.Cl[Pd]Cl.[Fe+2].ClCCl>[CH3:20][O:21][C:22]1[CH:23]=[C:24]([C:15]2[CH:16]=[CH:17][C:12]([O:11][CH2:10][C:8]3[CH:9]=[C:5]([C:3]([OH:2])=[O:4])[O:6][C:7]=3[CH3:19])=[CH:13][CH:14]=2)[CH:25]=[CH:26][C:27]=1[O:28][CH3:29] |f:3.4,6.7.8.9|. Reported procedure: A stirred mixture of 4-(4-iodo-phenoxymethyl)-5-methyl-furan-2-carboxylic acid methyl ester (20) (0.025 g, 0.067 mmoles), (3,4-dimethoxyphenyl)-boronic acid (0.017 g, 0.093 mmoles), N,N-dimethylformamide (3 mL), potassium acetate (0.026 g) and [1,1′-bis(diphenylphosphino) ferrocene]dichloropalladium(II), complex with dichloromethane (1:1) (4 mg) was stirred at room temperature under an argon atmosphere for 24 h. The reaction mixture was diluted with water and extracted with ethyl acetate. The ex... Starting materials: ClC1C(CCCC1)=O (2-chloro-cyclohexanone), C(C)NC1=CC=CC=C1 (N-ethyl aniline), COCCO (methyl cellosolve), C([O-])([O-])=O.[Na+].[Na+] (sodium carbonate). Solvent: N1=CC=CC=C1 (pyridine), O (water). Run at temperature 100 celsius, time 2 hour. Product: C(C)N1C2=CC=CC=C2C=2CCCCC12 (9-ethyl-tetrahydrocarbazole). Isolated yield 24.2%. As a reaction SMILES: Cl[CH:2]1[CH2:7][CH2:6][CH2:5][CH2:4][C:3]1=O.[CH2:9]([NH:11][C:12]1[CH:17]=[CH:16][CH:15]=[CH:14][CH:13]=1)[CH3:10].COCCO.C(=O)([O-])[O-].[Na+].[Na+]>O.N1C=CC=CC=1>[CH2:9]([N:11]1[C:12]2[CH2:17][CH2:16][CH2:15][CH2:14][C:13]=2[C:3]2[C:2]1=[CH:7][CH:6]=[CH:5][CH:4]=2)[CH3:10] |f:3.4.5|. Procedure: 132.5 g of 2-chloro-cyclohexanone was added to 123.42 g of N-ethyl aniline, 500 ml of methyl cellosolve, 127 g of dry sodium carbonate and 7.9 g of pyridine at 30-40° C. over a period of 1 hour. Reaction mass was heated to 100° C. and stirred for 2 hours. Reaction temperature was further raised to 130° C. and held at this temperature till no more water get distilled. Reaction mass was then worked up to get 48.2 g of crude 9-ethyl-tetrahydrocarbazole of 96.3% GC purity. The product is CC=1SC(=C(N1)C(=O)N1[C@@H]([C@H]2CCC[C@H]2C1)CNC(=O)C1=C(N=C2SC=CN21)C)C2=CC=C(C=C2)C(F)(F)F (6-Methyl-imidazo[2,1-b]thiazole-5-carboxylic acid-(1S,2S,5R)-{3-[2-methyl-5-(4-trifluoromethyl-phenyl)-thiazole-4-carbonyl]-3-aza-bicyclo[3.3.0]oct-2-ylmethyl}-amide). Procedure details: prepared by reaction of 6-methyl-imidazo[2,1-b]thiazole-5-carboxylic acid-[(1S,2S,5R)-3-aza-bicyclo[3.3.0]oct-2-ylmethyl]-amide with 2-methyl-5-(4-trifluoromethyl-phenyl)-thiazole-4-carboxylic acid. The reactants are [C@H]12[C@H](NC[C@@H]2CCC1)CNC(=O)C1=C(N=C2SC=CN21)C (6-methyl-imidazo[2,1-b]thiazole-5-carboxylic acid-[(1S,2S,5R)-3-aza-bicyclo[3.3.0]oct-2-ylmethyl]-amide), CC=1SC(=C(N1)C(=O)O)C1=CC=C(C=C1)C(F)(F)F (2-methyl-5-(4-trifluoromethyl-phenyl)-thiazole-4-carboxylic acid). Reaction SMILES: [C@H:1]12[CH2:8][CH2:7][CH2:6][C@H:5]1[CH2:4][NH:3][C@@H:2]2[CH2:9][NH:10][C:11]([C:13]1[N:20]2[C:16]([S:17][CH:18]=[CH:19]2)=[N:15][C:14]=1[CH3:21])=[O:12].[CH3:22][C:23]1[S:24][C:25]([C:31]2[CH:36]=[CH:35][C:34]([C:37]([F:40])([F:39])[F:38])=[CH:33][CH:32]=2)=[C:26]([C:28](O)=[O:29])[N:27]=1>>[CH3:22][C:23]1[S:24][C:25]([C:31]2[CH:32]=[CH:33][C:34]([C:37]([F:40])([F:38])[F:39])=[CH:35][CH:36]=2)=[C:26]([C:28]([N:3]2[CH2:4][C@H:5]3[C@H:1]([CH2:8][CH2:7][CH2:6]3)[C@H:2]2[CH2:9][NH:10][C:11]([C:13]2[N:20]3[C:16]([S:17][CH:18]=[CH:19]3)=[N:15][C:14]=2[CH3:21])=[O:12])=[O:29])[N:27]=1. Starting materials: IC1=C(C=C(C(=C1)[N+](=O)[O-])C(F)(F)F)NS(=O)(=O)C (N-(2-iodo-4-nitro-5- trifluoromethyl-phenyl) -methanesulfonamide), FC(CSCC(C#C)(CC)O)(F)F (3-(2,2,2-Trifluoro-ethylsulfanylmethyl) -pent-1yn-3-ol). The product is CS(=O)(=O)N1C(=CC2=CC(=C(C=C12)C(F)(F)F)[N+](=O)[O-])C(CSCC(F)(F)F)(CC)O (2-(1-Methanesulfonyl-5-nitro-6-trifluoromethyl-1H-indol-2-yl)-1-(2,2,2-trifluoro-ethylsulfanyl)-butan-2-ol). Reaction SMILES: I[C:2]1[CH:7]=[C:6]([N+:8]([O-:10])=[O:9])[C:5]([C:11]([F:14])([F:13])[F:12])=[CH:4][C:3]=1[NH:15][S:16]([CH3:19])(=[O:18])=[O:17].[F:20][C:21]([F:32])([F:31])[CH2:22][S:23][CH2:24][C:25]([OH:30])([CH2:28][CH3:29])[C:26]#[CH:27]>>[CH3:19][S:16]([N:15]1[C:3]2[C:2](=[CH:7][C:6]([N+:8]([O-:10])=[O:9])=[C:5]([C:11]([F:14])([F:13])[F:12])[CH:4]=2)[CH:27]=[C:26]1[C:25]([OH:30])([CH2:28][CH3:29])[CH2:24][S:23][CH2:22][C:21]([F:20])([F:32])[F:31])(=[O:18])=[O:17]. Procedure: This compound was prepared using the general Sonagashira procedure as described in General Procedures Example C, reacting N-(2-iodo-4-nitro-5- trifluoromethyl-phenyl) -methanesulfonamide (0.62 g, 1.5 mmol) and 3-(2,2,2-Trifluoro-ethylsulfanylmethyl) -pent-1yn-3-ol (0.32 g, 1.5 mmol) to yield the title compound as a yellow sticky oil. The reactants are N1=C(C=CC=C1C)C (2,6-lutidine), C[Si](C)(C)Br (TMSBr), C(C)OP(=O)(OCC)C=CC1OC(C(C1OC(C1=CC=CC=C1)=O)OC)N1C=2N=C(NC(C2N=C1)=O)NC(C(C)C)=O (Benzoic acid 2-[2-(diethoxy-phosphoryl)-vinyl]-5-(2-isobutyrylamino-6-oxo-1,6-dihydro-purin-9-yl)-4-methoxy-tetrahydro-furan-3-yl ester). Run in CN(C)C=O (DMF). Run at temperature 80 celsius, time 4 hour. Product: C(C(C)C)(=O)NC=1NC(C=2N=CN(C2N1)C1C(C(C(O1)C=CP(=O)(O)O)OC(C1=CC=CC=C1)=O)OC)=O (Benzoic acid 5-(2-isobutyrylamino-6-oxo-1,6-dihydro-purin-9-yl)-4-methoxy-2-(2-phosphono-vinyl)-tetrahydro-furan-3-yl ester). Isolated yield 14.4%. Reaction SMILES: C([O:3][P:4]([CH:9]=[CH:10][CH:11]1[CH:15]([O:16][C:17](=[O:24])[C:18]2[CH:23]=[CH:22][CH:21]=[CH:20][CH:19]=2)[CH:14]([O:25][CH3:26])[CH:13]([N:27]2[CH:35]=[N:34][C:33]3[C:32](=[O:36])[NH:31][C:30]([NH:37][C:38](=[O:42])[CH:39]([CH3:41])[CH3:40])=[N:29][C:28]2=3)[O:12]1)([O:6]CC)=[O:5])C.N1C(C)=CC=CC=1C.C[Si](Br)(C)C>CN(C=O)C>[C:38]([NH:37][C:30]1[NH:31][C:32](=[O:36])[C:33]2[N:34]=[CH:35][N:27]([CH:13]3[O:12][CH:11]([CH:10]=[CH:9][P:4]([OH:5])([OH:6])=[O:3])[CH:15]([O:16][C:17](=[O:24])[C:18]4[CH:19]=[CH:20][CH:21]=[CH:22][CH:23]=4)[CH:14]3[O:25][CH3:26])[C:28]=2[N:29]=1)(=[O:42])[CH:39]([CH3:40])[CH3:41]. Procedure: Compound 16.7 (460 mg, 0.763 mmol) was dissolved in 8 mL anhydrous DMF, treated with 2,6-lutidine (0.443 mL, 3.81 mmol) and TMSBr (1.5 mL, 11.4 mmol). The mixture was stirred at 80° C. for 4 h and quenched with MeOH. The mixture was concentrated under reduced pressure and the residue was subjected to reverse phase HPLC to yield product 16.8 (60 mg, 14.4% yield). Reaction SMILES: S1(CCCC1)(=O)=O.C1(C)C=CC(S(O)(=O)=O)=CC=1.O=[C:20]([CH2:29][CH2:30][CH2:31][CH2:32][CH2:33][CH2:34][CH2:35][CH2:36][CH2:37][C:38]1[C:43]([CH3:44])=[CH:42][C:41]([O:45][CH3:46])=[C:40]([O:47][CH3:48])[C:39]=1[OH:49])[CH2:21][CH2:22][CH2:23][CH2:24][CH2:25][C:26]([OH:28])=[O:27].C([BH3-])#N.[Na+].[Cl-].[Na+]>C1CCCCC1.CN(C)C=O>[OH:49][C:39]1[C:40]([O:47][CH3:48])=[C:41]([O:45][CH3:46])[CH:42]=[C:43]([CH3:44])[C:38]=1[CH2:37][CH2:36][CH2:35][CH2:34][CH2:33][CH2:32][CH2:31][CH2:30][CH2:29][CH2:20][CH2:21][CH2:22][CH2:23][CH2:24][CH2:25][C:26]([OH:28])=[O:27] |f:3.4,5.6|. Reactants: S1(=O)(=O)CCCC1 (sulfolane), C(#N)[BH3-].[Na+] (sodium cyanoborohydride), C1(=CC=C(C=C1)S(=O)(=O)O)C (p-toluenesulfonic acid), O=C(CCCCCC(=O)O)CCCCCCCCCC1=C(C(=C(C=C1C)OC)OC)O (7-oxo-16-(2-hydroxy-3,4-dimethoxy-6-methylphenyl)hexadecanoic acid), p-toluenesulfonyl hydrazide, [Cl-].[Na+] (sodium chloride). Run in CN(C=O)C (dimethylformamide), C1CCCCC1 (cyclohexane). Yields the product OC1=C(C(=CC(=C1OC)OC)C)CCCCCCCCCCCCCCCC(=O)O (16-(2-hydroxy-3,4-dimethoxy-6-methylphenyl)hexadecanoic acid). Isolated yield 57.3%. Conditions: time 5 minute. Reported procedure: To a solvent mixture of dimethylformamide (10 ml) and sulfolane (10 ml) containing p-toluenesulfonic acid (100 mg) is added 7-oxo-16-(2-hydroxy-3,4-dimethoxy-6-methylphenyl)hexadecanoic acid (1.75 g) and p-toluenesulfonyl hydrazide (930 mg) at 100° C. After 5 minutes, cyclohexane (10 ml) and sodium cyanoborohydride (1.0 g) are added. The reaction is conducted at 100° C. for 20 minutes. Then, at room temperature, a saturated aqueous solution of sodium chloride (100 ml) is added, followed by extra...